From a dataset of the Open Reaction Database (ORD), a public repository of structured organic reaction records. describe an organic reaction: reactants, conditions, products, and yield Reactants: CC([O-])=S, CC(C)(C)OC(=O)N1CCC(Br)CC1, [I-], [K+], [Na+], CN(C)C=O. Product: CC(=O)SC1CCN(C(=O)OC(C)(C)C)CC1. As a reaction SMILES: [C:15]([CH3:16])(=[S:17])[O-:18].[C:1]([CH3:2])([CH3:3])([CH3:4])[O:5][C:6](=[O:7])[N:8]1[CH2:9][CH2:10][CH:11]([Br:14])[CH2:12][CH2:13]1.[I-:20].[K+:19].[Na+:21].[O:22]=[CH:23][N:24]([CH3:25])[CH3:26]>>[C:1]([CH3:2])([CH3:3])([CH3:4])[O:5][C:6](=[O:7])[N:8]1[CH2:9][CH2:10][CH:11]([S:17][C:15]([CH3:16])=[O:18])[CH2:12][CH2:13]1. Starting materials: C1=CCNC1, O=C(O)c1cccc(-c2nc(N3CCOCC3)nc3c2CCN3c2cccnc2)c1. Product: O=C(c1cccc(-c2nc(N3CCOCC3)nc3c2CCN3c2cccnc2)c1)N1CC=CC1. As a reaction SMILES: [CH2:31]1[NH:32][CH2:33][CH:34]=[CH:35]1.[O:1]1[CH2:2][CH2:3][N:4]([c:7]2[n:8][c:9](-[c:22]3[cH:23][c:24]([C:25](=[O:26])[OH:27])[cH:28][cH:29][cH:30]3)[c:10]3[c:11]([n:12]2)[N:13]([c:16]2[cH:17][n:18][cH:19][cH:20][cH:21]2)[CH2:14][CH2:15]3)[CH2:5][CH2:6]1>>[O:1]1[CH2:2][CH2:3][N:4]([c:7]2[n:8][c:9](-[c:22]3[cH:23][c:24]([C:25](=[O:26])[N:32]4[CH2:31][CH:35]=[CH:34][CH2:33]4)[cH:28][cH:29][cH:30]3)[c:10]3[c:11]([n:12]2)[N:13]([c:16]2[cH:17][n:18][cH:19][cH:20][cH:21]2)[CH2:14][CH2:15]3)[CH2:5][CH2:6]1. Starting materials: Cc1ncc[nH]1, CN(C)C=O, CN(C)CC1CCC(NCc2ccccc2I)=CC1=O, Cl. Product: Cc1nccn1CC1CCC(NCc2ccccc2I)=CC1=O. RXN SMILES: [CH3:22][c:23]1[nH:24][cH:25][cH:26][n:27]1.[CH3:28][N:29]([CH3:30])[CH:31]=[O:32].[CH3:2][N:3]([CH3:4])[CH2:5][CH:6]1[CH2:7][CH2:8][C:9]([NH:13][CH2:14][c:15]2[c:16]([I:21])[cH:17][cH:18][cH:19][cH:20]2)=[CH:10][C:11]1=[O:12].[ClH:1]>>[CH2:5]([CH:6]1[CH2:7][CH2:8][C:9]([NH:13][CH2:14][c:15]2[c:16]([I:21])[cH:17][cH:18][cH:19][cH:20]2)=[CH:10][C:11]1=[O:12])[n:24]1[c:23]([CH3:22])[n:27][cH:26][cH:25]1. Reactants: ClC1=C(C=CC=C1)C=1C2=C(N=C(N1)SC)N(C(C=C2)=O)C(CC)CC (4-(2-chloro-phenyl)-8-(1-ethyl-propyl)-2-methylsulfanyl-8H-pyrido[2,3-d]pyrimidin-7-one), NCC(=O)OCC (ethyl glycinate). The product is title compound, C(C)OC(CNC=1N=C(C2=C(N1)N(C(C=C2)=O)C(CC)CC)C2=C(C=CC=C2)Cl)=O ([4-(2-chloro-phenyl)-8-(1-ethyl-propyl)-7-oxo-7,8-dihydro-pyrido[2,3-d]pyrimidin-2-ylamino]-acetic acid ethyl ester). Reaction SMILES: [Cl:1][C:2]1[CH:7]=[CH:6][CH:5]=[CH:4][C:3]=1[C:8]1[C:9]2[CH:19]=[CH:18][C:17](=[O:20])[N:16]([CH:21]([CH2:24][CH3:25])[CH2:22][CH3:23])[C:10]=2[N:11]=[C:12](SC)[N:13]=1.[NH2:26][CH2:27][C:28]([O:30][CH2:31][CH3:32])=[O:29]>>[CH2:31]([O:30][C:28](=[O:29])[CH2:27][NH:26][C:12]1[N:13]=[C:8]([C:3]2[CH:4]=[CH:5][CH:6]=[CH:7][C:2]=2[Cl:1])[C:9]2[CH:19]=[CH:18][C:17](=[O:20])[N:16]([CH:21]([CH2:24][CH3:25])[CH2:22][CH3:23])[C:10]=2[N:11]=1)[CH3:32]. Reported procedure: The product of Example 44, and ethyl glycinate were reacted by the procedure of Example 60 to afford the title compound [4-(2-chloro-phenyl)-8-(1-ethyl-propyl)-7-oxo-7,8-dihydro-pyrido[2,3-d]pyrimidin-2-ylamino]-acetic acid ethyl ester. LC MS (m/e)=429 (MH+). Rt=2.49 min The reactants are ClC=1C=C(CN2C(N(C3=C2C=C(C=C3)C#N)[C@@H]3CNCC3)=O)C=CC1OC (3-(3-chloro-4-methoxybenzyl)-5-cyano-1-[(S)-pyrrolidin-3-yl]-2,3-dihydro-1H-benzimidazol-2-one), C(=O)OCC (ethyl formate). Product: ClC=1C=C(CN2C(N(C3=C2C=C(C=C3)C#N)[C@@H]3CN(CC3)C=O)=O)C=CC1OC (3-(3-chloro-4-methoxybenzyl)-5-cyano-1-[(S)-1-formylpyrrolidin-3-yl]-2,3-dihydro-1H-benzimidazol-2-one). As a reaction SMILES: [Cl:1][C:2]1[CH:3]=[C:4]([CH:23]=[CH:24][C:25]=1[O:26][CH3:27])[CH2:5][N:6]1[C:10]2[CH:11]=[C:12]([C:15]#[N:16])[CH:13]=[CH:14][C:9]=2[N:8]([C@H:17]2[CH2:21][CH2:20][NH:19][CH2:18]2)[C:7]1=[O:22].[CH:28](OCC)=[O:29]>>[Cl:1][C:2]1[CH:3]=[C:4]([CH:23]=[CH:24][C:25]=1[O:26][CH3:27])[CH2:5][N:6]1[C:10]2[CH:11]=[C:12]([C:15]#[N:16])[CH:13]=[CH:14][C:9]=2[N:8]([C@H:17]2[CH2:21][CH2:20][N:19]([CH:28]=[O:29])[CH2:18]2)[C:7]1=[O:22]. Procedure: A solution of 3-(3-chloro-4-methoxybenzyl)-5-cyano-1-[(S)-pyrrolidin-3-yl]-2,3-dihydro-1H-benzimidazol-2-one (80 mg) in ethyl formate (2 mL) was heated under reflux for 10 hours. After evaporation of the solvent, the residue was subjected to a preparative thin-layer chromatography eluting with a mixture of chloroform and methanol (15:1) to give 3-(3-chloro-4-methoxybenzyl)-5-cyano-1-[(S)-1-formylpyrrolidin-3-yl]-2,3-dihydro-1H-benzimidazol-2-one (52 mg) as amorphous powders. The reactants are C(#N)C1=C(C(=C(C2=C1N=C(O2)C(=O)OCC)F)C2=CC=CC=C2)C (ethyl 4-cyano-7-fluoro-5-methyl-6-phenyl-1,3-benzoxazole-2-carboxylate), Cl (hydrochloric acid), C[Al](C)C (trimethylaluminium), CNCCC1=CC=CC=C1 (N-methylphenethylamine). The solvent is ClCCl (dichloromethane), ClCCl (dichloromethane). Run at time 25 minute. Yields the product C(#N)C1=C(C(=C(C2=C1N=C(O2)C(=O)N(CCC2=CC=CC=C2)C)F)C2=CC=CC=C2)C (4-Cyano-7-fluoro-N,5-dimethyl-6-phenyl-N-(2-phenylethyl)-1,3-benzoxazole-2-carboxamide). RXN SMILES: C[Al](C)C.[CH3:5][NH:6][CH2:7][CH2:8][C:9]1[CH:14]=[CH:13][CH:12]=[CH:11][CH:10]=1.[C:15]([C:17]1[C:22]2[N:23]=[C:24]([C:26]([O:28]CC)=O)[O:25][C:21]=2[C:20]([F:31])=[C:19]([C:32]2[CH:37]=[CH:36][CH:35]=[CH:34][CH:33]=2)[C:18]=1[CH3:38])#[N:16].Cl>ClCCl>[C:15]([C:17]1[C:22]2[N:23]=[C:24]([C:26]([N:6]([CH3:5])[CH2:7][CH2:8][C:9]3[CH:14]=[CH:13][CH:12]=[CH:11][CH:10]=3)=[O:28])[O:25][C:21]=2[C:20]([F:31])=[C:19]([C:32]2[CH:37]=[CH:36][CH:35]=[CH:34][CH:33]=2)[C:18]=1[CH3:38])#[N:16]. Procedure: Under nitrogen atmosphere, trimethylaluminium (1.03 M n-hexane solution, 1.80 ml, 1.85 mmol) was dropwise added at room temperature to a dichloromethane (3 ml) solution of N-methylphenethylamine (269 μl, 1.85 mmol), and stirred for 25 minutes. Subsequently, a dichloromethane (3 ml) solution of ethyl 4-cyano-7-fluoro-5-methyl-6-phenyl-1,3-benzoxazole-2-carboxylate (I-111) (300 mg, 925 μl) was dropwise added and stirred for 14.5 hours. After the reaction, aqueous 1 N hydrochloric acid solution was... The reactants are C(C)OC(\C=C(\C)/NC=1C=NC=CC1)=O (Ethyl-(Z)-3-(3-pyridylamino)-2-butenoate). Solvent: C1(=CC=CC=C1)OC1=CC=CC=C1 (diphenyl oxide). The product is CC=1NC2=CC=CN=C2C(C1)=O (2-methyl-1,5-naphthyridin-4(1H)-one). Yield: 36.2%. As a reaction SMILES: C(O[C:4](=[O:15])/[CH:5]=[C:6](\[NH:8][C:9]1[CH:10]=[N:11][CH:12]=[CH:13][CH:14]=1)/[CH3:7])C>C1(OC2C=CC=CC=2)C=CC=CC=1>[CH3:7][C:6]1[NH:8][C:9]2[C:10]([C:4](=[O:15])[CH:5]=1)=[N:11][CH:12]=[CH:13][CH:14]=2. Reported procedure: Ethyl-(Z)-3-(3-pyridylamino)-2-butenoate (8.0 g) (obtained as described in J. Royal Netherlands Chem. Soc., 1976, 95, 220) was added to a refluxing eutectic mixture of 26.5% v/v diphenyl and 73.5% v/v diphenyl oxide (20 ml). The solution was heated under reflux for 1 hour and then cooled. The precipitated solid was collected, washed with hexane (20 ml) and ether (20 ml), and then purified by flash chromatography, eluting initially with methanol/dichloromethane (1:4 v/v). There was thus obtained ...